From a dataset of the Open Reaction Database (ORD), a public repository of structured organic reaction records. describe an organic reaction: reactants, conditions, products, and yield Reactants: Cc1ccc(F)cc1[N+](=O)[O-], O=[N+]([O-])O, O=S(=O)(O)O. The product is Cc1c([N+](=O)[O-])cc(F)cc1[N+](=O)[O-]. As a reaction SMILES: [F:1][c:2]1[cH:3][c:4]([N+:9](=[O:10])[O-:11])[c:5]([CH3:8])[cH:6][cH:7]1.[OH:12][N+:13]([O-:14])=[O:15].[S:16](=[O:17])(=[O:18])([OH:19])[OH:20]>>[F:1][c:2]1[cH:3][c:4]([N+:9](=[O:10])[O-:11])[c:5]([CH3:8])[c:6]([N+:13](=[O:12])[O-:14])[cH:7]1. The reactants are NC1=CC=C(C=C1)C=1CCC(NN1)=O (6-(p-aminophenyl)-4,5-dihydro-3(2H)-pyridazinone), ClC1(C(C1)C(=O)Cl)Cl (2,2-dichlorocyclopropanecarboxylic acid chloride). The solvent is O1CCCC1 (tetrahydrofuran). Yields the product ClC1(C(C1)C(=O)NC1=CC=C(C=C1)C=1CCC(NN1)=O)Cl (6-[p-(2,2-dichlorocyclopropylcarbonylamino)-phenyl]-4,5-dihydro-3(2H)-pyridazinone). Isolated yield 72.5%. Reaction SMILES: [NH2:1][C:2]1[CH:7]=[CH:6][C:5]([C:8]2[CH2:9][CH2:10][C:11](=[O:14])[NH:12][N:13]=2)=[CH:4][CH:3]=1.[Cl:15][C:16]1([Cl:22])[CH2:18][CH:17]1[C:19](Cl)=[O:20]>O1CCCC1>[Cl:15][C:16]1([Cl:22])[CH2:18][CH:17]1[C:19]([NH:1][C:2]1[CH:7]=[CH:6][C:5]([C:8]2[CH2:9][CH2:10][C:11](=[O:14])[NH:12][N:13]=2)=[CH:4][CH:3]=1)=[O:20]. Reported procedure: 6.0 g (31.7 millimoles) of 6-(p-aminophenyl)-4,5-dihydro-3(2H)-pyridazinone and 6.6 g (38.1 millimoles) of 2,2-dichlorocyclopropanecarboxylic acid chloride in 100 ml of absolute tetrahydrofuran are refluxed for 6 hours. The product is filtered off at 10° C., washed first with tetrahydrofuran and then with water, and recrystallized from dimethylformamide/water. 7.5 g (73% of theory) of 6-[p-(2,2-dichlorocyclopropylcarbonylamino)-phenyl]-4,5-dihydro-3(2H)-pyridazinone are obtained as colorless cry... The reactants are BrC=1C=CC(=NC1)OC1=CC(=CC=C1)CCl (5-Bromo-2-(3-(chloromethyl)phenoxy)pyridine), C(C)OP(OCC)OCC (triethylphosphite). Run in CCCCCCC (heptane). Run at temperature 150 celsius, time 5 hour. Yields the product BrC=1C=CC(=NC1)OC=1C=C(CP(OCC)(OCC)=O)C=CC1 (Diethyl 3-(5-bromopyridin-2-yloxy)benzylphosphonate). The yield is 81.3%. Reaction SMILES: [Br:1][C:2]1[CH:3]=[CH:4][C:5]([O:8][C:9]2[CH:14]=[CH:13][CH:12]=[C:11]([CH2:15]Cl)[CH:10]=2)=[N:6][CH:7]=1.[CH2:17]([O:19][P:20]([O:24]CC)[O:21][CH2:22][CH3:23])[CH3:18]>CCCCCCC>[Br:1][C:2]1[CH:3]=[CH:4][C:5]([O:8][C:9]2[CH:10]=[C:11]([CH:12]=[CH:13][CH:14]=2)[CH2:15][P:20](=[O:24])([O:21][CH2:22][CH3:23])[O:19][CH2:17][CH3:18])=[N:6][CH:7]=1. Reported procedure: 5-Bromo-2-(3-(chloromethyl)phenoxy)pyridine (3.08 g, 10.3 mmol) from Step 2 was treated neat with triethylphosphite (2.65 mL, 15.5 mmol) and heated to 150° C. After 5 h, the reaction mixture was removed from the heating bath and treated slowly with heptane until an oil precipitated out of solution. Ethyl acetate was added until mixture became homogenous. Heptane was slowly added again (at a cooler temperature) until a white precipitate formed. After the addition of more heptane and stirring for ...